This data is from the Open Reaction Database (ORD), a public repository of structured organic reaction records. The task is: describe an organic reaction: reactants, conditions, products, and yield Reactants: C(C1=CC=CC=C1)N1CCC(CC1)CN(S(=O)(=O)C1=C2CCN(CC2=CC=C1)C(=O)OC)C (Methyl 5-{[[(1-benzyl-4-piperidyl)methyl](methyl)amino]sulphonyl}-3,4-dihydro-2(1H)-isoquinolinecarboxylate), C(=O)[O-].[NH4+] (ammonium formate). Reagents/catalysts: [Pd] (Pd/C). Solvent: CO (methanol). Yields the product N1CCC(CC1)CN(S(=O)(=O)C1=C2CCN(CC2=CC=C1)C(=O)OC)C (Methyl 5-{[[(4-piperidyl)methyl](methyl)amino]sulphonyl}-3,4-dihydro-2(1H)-isoquinolinecarboxylate). RXN SMILES: C([N:8]1[CH2:13][CH2:12][CH:11]([CH2:14][N:15]([CH3:33])[S:16]([C:19]2[CH:28]=[CH:27][CH:26]=[C:25]3[C:20]=2[CH2:21][CH2:22][N:23]([C:29]([O:31][CH3:32])=[O:30])[CH2:24]3)(=[O:18])=[O:17])[CH2:10][CH2:9]1)C1C=CC=CC=1.C([O-])=O.[NH4+]>CO.[Pd]>[NH:8]1[CH2:9][CH2:10][CH:11]([CH2:14][N:15]([CH3:33])[S:16]([C:19]2[CH:28]=[CH:27][CH:26]=[C:25]3[C:20]=2[CH2:21][CH2:22][N:23]([C:29]([O:31][CH3:32])=[O:30])[CH2:24]3)(=[O:18])=[O:17])[CH2:12][CH2:13]1 |f:1.2|. Procedure: A mixture of 5.6 g of the product obtained in Step C, 3.7 g of ammonium formate and 0.56 g of 10% Pd/C in 120 ml of methanol is refluxed for 3 hours, then filtered over Celite and evaporated to dryness, enabling the expected product to be isolated. The reactants are C(C1=CC=CC=C1)N1C(C2=CC=C(C=C2C(=C1C(=O)O)C1=CC=CC=C1)Br)=O (2-benzyl-6-bromo-1-oxo-4-phenyl-1,2-dihydroisoquinoline-3-carboxylic acid), N1=CC(=CC=C1)CO (3-pyridinemethanol), powder. The product is N1=CC(=CC=C1)COC(=O)C=1N(C(C2=CC=C(C=C2C1C1=CC=CC=C1)Br)=O)CC1=CC=CC=C1 (2-benzyl-6-bromo-1-oxo-4-phenyl-1,2-dihydroisoquinoline-3-carboxylic acid pyridin-3-ylmethyl ester). RXN SMILES: [CH2:1]([N:8]1[C:17]([C:18]([OH:20])=[O:19])=[C:16]([C:21]2[CH:26]=[CH:25][CH:24]=[CH:23][CH:22]=2)[C:15]2[C:10](=[CH:11][CH:12]=[C:13]([Br:27])[CH:14]=2)[C:9]1=[O:28])[C:2]1[CH:7]=[CH:6][CH:5]=[CH:4][CH:3]=1.[N:29]1[CH:34]=[CH:33][CH:32]=[C:31]([CH2:35]O)[CH:30]=1>>[N:29]1[CH:34]=[CH:33][CH:32]=[C:31]([CH2:35][O:19][C:18]([C:17]2[N:8]([CH2:1][C:2]3[CH:3]=[CH:4][CH:5]=[CH:6][CH:7]=3)[C:9](=[O:28])[C:10]3[C:15]([C:16]=2[C:21]2[CH:22]=[CH:23][CH:24]=[CH:25][CH:26]=2)=[CH:14][C:13]([Br:27])=[CH:12][CH:11]=3)=[O:20])[CH:30]=1. Reported procedure: The present compound was synthesized by a method similar to that in Example 200 and using 2-benzyl-6-bromo-1-oxo-4-phenyl-1,2-dihydroisoquinoline-3-carboxylic acid (200 mg) and 3-pyridinemethanol. A colorless powder (100 mg). Starting materials: BrN1C(CCC1=O)=O (N-bromosuccinimide), ClC1=CC=C(OCC(C(C=C)(C)C)=O)C=C1 (5-(4-chlorophenoxy)-3,3-dimethylpent-1-en-4-one), azoisobutyronitrile. Solvent: ClC(Cl)(Cl)Cl (tetrachloromethane). Reaction conditions: temperature 5 celsius. Yields the product BrC(C(C(C=C)(C)C)=O)OC1=CC=C(C=C1)Cl (5-bromo-5-(4-chlorophenoxy)-3,3-dimethylpent-1-en-4-one). Isolated yield 103.5%. As a reaction SMILES: [Br:1]N1C(=O)CCC1=O.[Cl:9][C:10]1[CH:24]=[CH:23][C:13]([O:14][CH2:15][C:16](=[O:22])[C:17]([CH3:21])([CH3:20])[CH:18]=[CH2:19])=[CH:12][CH:11]=1>ClC(Cl)(Cl)Cl>[Br:1][CH:15]([O:14][C:13]1[CH:23]=[CH:24][C:10]([Cl:9])=[CH:11][CH:12]=1)[C:16](=[O:22])[C:17]([CH3:20])([CH3:21])[CH:18]=[CH2:19]. Procedure details: 12.5 g (0.07 mol) of N-bromosuccinimide were added to a solution of 16.7 g (0.07 mol) of 5-(4-chlorophenoxy)-3,3-dimethylpent-1-en-4-one and a pinch of azoisobutyronitrile in 200 ml of tetrachloromethane. The mixture was then heated at the boil for 8 hours, under UV irradiation. The mixture was then cooled to 5° C. and filtered off from the precipitated succinimide. The filtrate was concentrated in vacuo. 23 g of crude 5-bromo-5-(4-chlorophenoxy)-3,3-dimethylpent-1-en-4-one were obtained as an o...